This data is from the Open Reaction Database (ORD), a public repository of structured organic reaction records. The task is: describe an organic reaction: reactants, conditions, products, and yield The product is CC(C)(C)OC(=O)N1C2C=CC1CC2. As a reaction SMILES: [C:1]([CH3:2])([CH3:3])([CH3:4])[O:5][C:6](=[O:7])[N:8]1[CH:9]2[C:10]([S:15]([c:16]3[cH:17][cH:18][c:19]([CH3:20])[cH:21][cH:22]3)(=[O:23])=[O:24])=[CH:11][CH:12]1[CH2:13][CH2:14]2.[N:25]#[C:26][C:27]([N:28]=[N:29][C:30]([C:31]#[N:32])([CH3:33])[CH3:34])([CH3:35])[CH3:36].[cH:37]1[cH:38][cH:39][cH:40][cH:41][cH:42]1>>[C:1]([CH3:2])([CH3:3])([CH3:4])[O:5][C:6](=[O:7])[N:8]1[CH:9]2[CH:10]=[CH:11][CH:12]1[CH2:13][CH2:14]2. Starting materials: Cc1ccc(S(=O)(=O)C2=CC3CCC2N3C(=O)OC(C)(C)C)cc1, CC(C)(C#N)N=NC(C)(C)C#N, c1ccccc1. Reactants: BrC1=CC=C(C(=N1)Cl)NC(=S)NC(C1=CC=CC=C1)=O (N-(6-bromo-2-chloropyridin-3-ylcarbamothioyl)benzamide), [O-]CC.[Na+] (sodium ethoxide), O (water). Run in CN1C(CCC1)=O (1-methyl-2-pyrrolidinone). Product: BrC1=CC=C2C(=N1)SC(=N2)NC(C2=CC=CC=C2)=O (N-(5-bromothiazolo[5,4-b]pyridin-2-yl)benzamide). The yield is 76.3%. RXN SMILES: [Br:1][C:2]1[N:7]=[C:6](Cl)[C:5]([NH:9][C:10]([NH:12][C:13](=[O:20])[C:14]2[CH:19]=[CH:18][CH:17]=[CH:16][CH:15]=2)=[S:11])=[CH:4][CH:3]=1.[O-]CC.[Na+].O>CN1CCCC1=O>[Br:1][C:2]1[N:7]=[C:6]2[S:11][C:10]([NH:12][C:13](=[O:20])[C:14]3[CH:19]=[CH:18][CH:17]=[CH:16][CH:15]=3)=[N:9][C:5]2=[CH:4][CH:3]=1 |f:1.2|. Procedure details: A solution of N-(6-bromo-2-chloropyridin-3-ylcarbamothioyl)benzamide (1.5 g, 4.0 mmol) and sodium ethoxide (0.54 g, 8.0 mmol) in 1-methyl-2-pyrrolidinone (10 mL) was heated to 120° C. for 8 hours. After cooling the reaction mixture to room temperature the mixture was poured into water. The resulting solid was collected by filtration, then washed sequentially with water and diethyl ether. The filter cake was dried to give N-(5-bromothiazolo[5,4-b]pyridin-2-yl)benzamide (1.02 g, 76%). 1H NMR (400 ... Reactants: CC(CCCC)(C)[Mg]Cl (1,1-dimethylpentylmagnesium chloride), ClC(CCCC)(C)C (1-chloro-1,1-dimethylpentane), ClCCCC(=O)Cl (4-chlorobutyryl chloride), Cl (hydrochloric acid). Run in CCOCC (ether), CCOCC (ether). Conditions: time 12 hour. Product: ClCCCC(C(CCCC)(C)C)=O (1-Chloro-5,5-dimethyl-4-nonanone). RXN SMILES: [CH3:1][C:2]([Mg]Cl)([CH3:7])[CH2:3][CH2:4][CH2:5][CH3:6].ClC(C)(C)CCCC.[Cl:18][CH2:19][CH2:20][CH2:21][C:22](Cl)=[O:23].Cl>CCOCC>[Cl:18][CH2:19][CH2:20][CH2:21][C:22](=[O:23])[C:2]([CH3:7])([CH3:1])[CH2:3][CH2:4][CH2:5][CH3:6]. Procedure details: Four hundred ml. of a solution in ether of 1,1-dimethylpentylmagnesium chloride prepared from mangesium (24.3 g., 1.0 mole) and 1-chloro-1,1-dimethylpentane (134.5 g., 1.0 mole) according to the procedure of Whitmore and Badertscher [J. AM. CHEM. SOC., 55, 1559 (1933)] is added dropwise with stirring to 4-chlorobutyryl chloride (197.4 g., 1.4 moles) in ether (400 ml.) during 6 hours. The reaction mixture is stirred for an additional 12 hours. It is then poured into a mixture of ice and dilute hy... The reactants are C(C)C1=CC=CC=C1 (ethylbenzene), [Cl-].OCC[NH+]1C(N(CC1)CC1=CC=CC=C1)CCCCCCCCCCCCCCCC(C)C (1-(2-hydroxyethyl)-2-isostearyl-3-benzylimidazolinium chloride), C(C(=C)C)(=O)Cl (methacryloyl chloride). Run in N1=CC=CC=C1 (pyridine). Run at temperature 20 celsius, time 4 hour. The product is [Cl-].C(C(=C)C)(=O)OCC[NH+]1C(N(CC1)CC1=CC=CC=C1)CCCCCCCCCCCCCCCC(C)C (1-(2-methacryloxyethyl)-2-isostearyl-3-benzylimidazolinium chloride). As a reaction SMILES: C(C1C=CC=CC=1)C.[Cl-].[OH:10][CH2:11][CH2:12][NH+:13]1[CH2:17][CH2:16][N:15]([CH2:18][C:19]2[CH:24]=[CH:23][CH:22]=[CH:21][CH:20]=2)[CH:14]1[CH2:25][CH2:26][CH2:27][CH2:28][CH2:29][CH2:30][CH2:31][CH2:32][CH2:33][CH2:34][CH2:35][CH2:36][CH2:37][CH2:38][CH2:39][CH:40]([CH3:42])[CH3:41].[C:43]([Cl:48])(=[O:47])[C:44]([CH3:46])=[CH2:45]>N1C=CC=CC=1>[Cl-:48].[C:43]([O:10][CH2:11][CH2:12][NH+:13]1[CH2:17][CH2:16][N:15]([CH2:18][C:19]2[CH:24]=[CH:23][CH:22]=[CH:21][CH:20]=2)[CH:14]1[CH2:25][CH2:26][CH2:27][CH2:28][CH2:29][CH2:30][CH2:31][CH2:32][CH2:33][CH2:34][CH2:35][CH2:36][CH2:37][CH2:38][CH2:39][CH:40]([CH3:42])[CH3:41])(=[O:47])[C:44]([CH3:46])=[CH2:45] |f:1.2,5.6|. Procedure details: To a 10 percent w/v ethylbenzene solution of 135 g of 1-(2-hydroxyethyl)-2-isostearyl-3-benzylimidazolinium chloride at 20° C. is added 1.1 molar equivalents (24.5 g) of pyridine followed by dropwise addition of 1.3 molar equivalents (38.3 g) of methacryloyl chloride. The solution is stirred for 4 hours at 20° C. followed by separation of the supernatant liquid and the ethylbenzene removed to give an oil of 1-(2-methacryloxyethyl)-2-isostearyl-3-benzylimidazolinium chloride. Reactants: C=CC(C)=C (isoprene), C(C=C)#N (acrylonitrile). Product: C(#N)[C@@H]1CC=C(CC1)C (4(5)-cyano-1-methyl cyclohexene). As a reaction SMILES: [CH2:1]=[CH:2][C:3](=[CH2:5])[CH3:4].[C:6](#[N:9])[CH:7]=[CH2:8]>>[C:6]([C@H:7]1[CH2:1][CH2:2][C:3]([CH3:5])=[CH:4][CH2:8]1)#[N:9]. Reported procedure: 363 g of 4(5)-cyano-1-methyl cyclohexene (isomer mixture obtained by the cyclo addition of isoprene and acrylonitrile) were incrementally added to a mixture of 5.4 moles of 88% sulphuric acid and 891 g of hydrocyanic acid at 27° C. to 29° C. over a period of 75 minutes, with stirring, wherein the heat of reaction was removed by refluxing the boiling hydrocyanic acid. Ten minutes after completion of the addition, 900 g of water were added and the excess hydrocyanic acid was distilled off. 735 g o... The reactants are C(C)OC(CCCC(C)=O)(C)C (6-ethoxy-6-methyl-2-heptanone), [H-].[Al+3].[Li+].[H-].[H-].[H-] (lithium aluminum hydride), [Cl-].[NH4+] (ammonium chloride). Solvent: C(C)OCC (diethyl ether), C(C)OCC (diethyl ether). Reaction conditions: temperature 5 celsius, time 1 hour. The product is C(C)OC(CCCC(C)O)(C)C (6-ethoxy-6-methyl-2-heptanol). Reaction SMILES: [CH2:1]([O:3][C:4]([CH3:12])([CH3:11])[CH2:5][CH2:6][CH2:7][C:8](=[O:10])[CH3:9])[CH3:2].[H-].[Al+3].[Li+].[H-].[H-].[H-].[Cl-].[NH4+]>C(OCC)C>[CH2:1]([O:3][C:4]([CH3:12])([CH3:11])[CH2:5][CH2:6][CH2:7][CH:8]([OH:10])[CH3:9])[CH3:2] |f:1.2.3.4.5.6,7.8|. Procedure details: A solution of 43 g. of 6-ethoxy-6-methyl-2-heptanone in 100 ml. of absolute diethyl ether is slowly added dropwise with ice cooling to a suspension of 4.5 g. of lithium aluminum hydride in 400 ml. of absolute diethyl ether. The mixture is subsequently stirred for a further one hour at ca. 5° C. and then hydrolyzed by the cautious addition of a dilute aqueous ammonium chloride solution. The mixture is filtered through diatomaceous earth and the organic phase washed with saturated sodium chloride ...